From a dataset of the Open Reaction Database (ORD), a public repository of structured organic reaction records. describe an organic reaction: reactants, conditions, products, and yield The reactants are FC1=C(C=CC(=C1NCC1=C(C(=CC(=C1)C1=CC(=CC=C1)F)C)OC)F)O (2,4-difluoro-3-[[5-(3-fluorophenyl)-2-methoxy-3-methyl-phenyl]methylamino]phenol), C(=O)([O-])[O-].[Cs+].[Cs+] (Cs2CO3), BrCC(=O)OCC (ethyl bromoacetate). Solvent: O (water), CC(=O)C (acetone). Run at time 30 minute. Yields the product FC1=C(OCC(=O)OCC)C=CC(=C1NCC1=C(C(=CC(=C1)C1=CC(=CC=C1)F)C)OC)F (Ethyl 2-[2,4-difluoro-3-[[5-(3-fluorophenyl)-2-methoxy-3-methyl-phenyl]methylamino]phenoxy]acetate). Isolated yield 107.1%. RXN SMILES: [F:1][C:2]1[C:7]([NH:8][CH2:9][C:10]2[CH:15]=[C:14]([C:16]3[CH:21]=[CH:20][CH:19]=[C:18]([F:22])[CH:17]=3)[CH:13]=[C:12]([CH3:23])[C:11]=2[O:24][CH3:25])=[C:6]([F:26])[CH:5]=[CH:4][C:3]=1[OH:27].C([O-])([O-])=O.[Cs+].[Cs+].Br[CH2:35][C:36]([O:38][CH2:39][CH3:40])=[O:37]>CC(C)=O.O>[F:1][C:2]1[C:7]([NH:8][CH2:9][C:10]2[CH:15]=[C:14]([C:16]3[CH:21]=[CH:20][CH:19]=[C:18]([F:22])[CH:17]=3)[CH:13]=[C:12]([CH3:23])[C:11]=2[O:24][CH3:25])=[C:6]([F:26])[CH:5]=[CH:4][C:3]=1[O:27][CH2:35][C:36]([O:38][CH2:39][CH3:40])=[O:37] |f:1.2.3|. Procedure details: To a stirred solution of 2,4-difluoro-3-[[5-(3-fluorophenyl)-2-methoxy-3-methyl-phenyl]methylamino]phenol (47 mg, 0.13 mmol, 1.0 eq) in acetone (5 mL) was added Cs2CO3 (61.5 mg, 0.19 mmol, 1.5 eq). The resulting mixture was stirred for 30 min at room temperature then ethyl bromoacetate (25.2 mg, 0.15 mmol, 1.2 eq) was added. The resulting mixture was stirred for 1 h then diluted with water and extracted with EtOAc. The combined organic extracts were washed with water and brine, dried (Na2SO4) an... Reactants: CSC(C(=O)OCC1=CC=CC=C1)C1=C(C=CC(=C1)C(=CCC)C(=O)OCC)OC (Benzyl 2-methylthio-2-[5-[1-(2-ethoxycarbonyl)butenyl]-2-methoxyphenyl]acetate). The reagents and catalysts are [Zn] (zinc). Run in C(C)(=O)O (acetic acid). The product is CCOC(=O)C(=CCC)C=1C=CC(=C(C1)CC(=O)OCC1=CC=CC=C1)OC (Benzyl 2-[5-[1-(2-ethoxycarbonyl)butenyl]-2-methoxyphenyl]acetate). Isolated yield 97.5%. RXN SMILES: CS[CH:3]([C:14]1[CH:19]=[C:18]([C:20]([C:24]([O:26][CH2:27][CH3:28])=[O:25])=[CH:21][CH2:22][CH3:23])[CH:17]=[CH:16][C:15]=1[O:29][CH3:30])[C:4]([O:6][CH2:7][C:8]1[CH:13]=[CH:12][CH:11]=[CH:10][CH:9]=1)=[O:5]>[Zn].C(O)(=O)C>[CH3:28][CH2:27][O:26][C:24]([C:20]([C:18]1[CH:17]=[CH:16][C:15]([O:29][CH3:30])=[C:14]([CH2:3][C:4]([O:6][CH2:7][C:8]2[CH:9]=[CH:10][CH:11]=[CH:12][CH:13]=2)=[O:5])[CH:19]=1)=[CH:21][CH2:22][CH3:23])=[O:25]. Procedure: Benzyl 2-methylthio-2-[5-[1-(2-ethoxycarbonyl)butenyl]-2-methoxyphenyl]acetate (2.14 g, 4.99 mmol) and glacial acetic acid (100 mL) were mixed and zinc powder (13.0 g, 199 mmol) was added under stirring at room temperature. After stirring for 6 hours at room temperature, the insolubles were remove by filtration and the filtrate was concentrated. The residue was dissolved into ethyl acetate (50 mL), washed with water and brine, then dried over anhydrous sodium sulfate and concentrated to afford 1... Starting materials: C(C)(C)(C)OC(N[C@@H]1C[C@H](CC1)N1N=NC2=CN=C3N(C=CC3=C12)S(=O)(=O)C1=CC=CC=C1)=O (racemic trans [3-(6-benzenesulfonyl-6H-1,2,3,5,6-pentaaza-as-indacen-1-yl)-cyclopentyl]-carbamic acid tert-butyl ester), FC(C(=O)O)(F)F (trifluoroacetic acid). Reaction conditions: time 90 minute. The product is C1(=CC=CC=C1)S(=O)(=O)N1C2=NC=C3N=NN(C3=C2C=C1)[C@@H]1C[C@H](CC1)N (racemic trans 3-(6-benzenesulfonyl-6H-1,2,3,5,6-pentaaza-as-indacen-1-yl)-cyclopentylamine). Yield: 75.8%. As a reaction SMILES: C(OC(=O)[NH:7][C@H:8]1[CH2:12][CH2:11][C@H:10]([N:13]2[C:24]3[C:16](=[CH:17][N:18]=[C:19]4[C:23]=3[CH:22]=[CH:21][N:20]4[S:25]([C:28]3[CH:33]=[CH:32][CH:31]=[CH:30][CH:29]=3)(=[O:27])=[O:26])[N:15]=[N:14]2)[CH2:9]1)(C)(C)C.FC(F)(F)C(O)=O>>[C:28]1([S:25]([N:20]2[CH:21]=[CH:22][C:23]3[C:19]2=[N:18][CH:17]=[C:16]2[C:24]=3[N:13]([C@H:10]3[CH2:11][CH2:12][C@H:8]([NH2:7])[CH2:9]3)[N:14]=[N:15]2)(=[O:26])=[O:27])[CH:33]=[CH:32][CH:31]=[CH:30][CH:29]=1. Procedure details: A mixture of racemic trans [3-(6-benzenesulfonyl-6H-1,2,3,5,6-pentaaza-as-indacen-1-yl)-cyclopentyl]-carbamic acid tert-butyl ester (1.00 g, 2.07 mmol) and trifluoroacetic acid (4 mL) was stirred at ambient temperature for 90 minutes. The mixture was purified by column chromatography (SCX-2, gradient: methanol to 2M NH3 in methanol) to afford 600 mg (76%) of racemic trans 3-(6-benzenesulfonyl-6H-1,2,3,5,6-pentaaza-as-indacen-1-yl)-cyclopentylamine as an off white foam. LCMS (Method B, ESI): RT=2... Starting materials: CCC(CCCCCC)=O (3-nonanone), [BH4-].[Na+] (sodium borohydride). The solvent is CO (methanol). Reaction conditions: time 8 hour. The product is CCC(CCCCCC)O (3-Nonanol). Isolated yield 96.3%. Reaction SMILES: [CH3:1][CH2:2][C:3](=[O:10])[CH2:4][CH2:5][CH2:6][CH2:7][CH2:8][CH3:9].[BH4-].[Na+]>CO>[CH3:1][CH2:2][CH:3]([OH:10])[CH2:4][CH2:5][CH2:6][CH2:7][CH2:8][CH3:9] |f:1.2|. Procedure details: 20.5 g (144 mmol) of 3-nonanone are initially charged in 200 ml of methanol, 5.45 g (144 mmol) of sodium borohydride are added a little at a time at room temperature and the mixture is stirred overnight. The solvent is removed under reduced pressure and the mixture is then acidified and extracted with dichloromethane. The organic phase is dried over sodium sulphate. Removal of the solvent gives 20 g (96%) of a colourless oil. Starting materials: N[C@@H](CC1=CC=CC=C1)C(=O)NCC(=O)OCC1=CC=CC=C1 (Phe-Gly-OBn), CN1CCOCC1 (N-methylmorpholine), Phe-Gly-OBn para-toluenesulfonate, N(CC(=O)NCC(=O)O)C(C1=CC=CC=C1)(C1=CC=CC=C1)C1=CC=CC=C1 (Trt-Gly-Gly), ON1C(CCC1=O)=O (N-hydroxysuccinimide), C1CCC(CC1)N=C=NC2CCCCC2 (DCC). Solvent: CN(C)C=O (DMF), CN(C)C=O (DMF), CN(C)C=O (DMF). Product: N(CC(=O)NCC(=O)N[C@@H](CC1=CC=CC=C1)C(=O)NCC(=O)OC(=O)C1=CC=CC=C1)C(C1=CC=CC=C1)(C1=CC=CC=C1)C1=CC=CC=C1 (Trt-Gly-Gly-Phe-Gly-OBz). Reaction SMILES: [NH:1]([C:10]([C:23]1[CH:28]=[CH:27][CH:26]=[CH:25][CH:24]=1)([C:17]1[CH:22]=[CH:21][CH:20]=[CH:19][CH:18]=1)[C:11]1[CH:16]=[CH:15][CH:14]=[CH:13][CH:12]=1)[CH2:2][C:3]([NH:5][CH2:6][C:7](O)=[O:8])=[O:4].[OH:29]N1C(=O)CCC1=O.C1CCC(N=C=NC2CCCCC2)CC1.[NH2:52][C@H:53]([C:61]([NH:63][CH2:64][C:65]([O:67][CH2:68][C:69]1[CH:74]=[CH:73][CH:72]=[CH:71][CH:70]=1)=[O:66])=[O:62])[CH2:54][C:55]1[CH:60]=[CH:59][CH:58]=[CH:57][CH:56]=1.CN1CCOCC1>CN(C=O)C>[NH:1]([C:10]([C:23]1[CH:28]=[CH:27][CH:26]=[CH:25][CH:24]=1)([C:17]1[CH:18]=[CH:19][CH:20]=[CH:21][CH:22]=1)[C:11]1[CH:16]=[CH:15][CH:14]=[CH:13][CH:12]=1)[CH2:2][C:3]([NH:5][CH2:6][C:7]([NH:52][C@H:53]([C:61]([NH:63][CH2:64][C:65]([O:67][C:68]([C:69]1[CH:70]=[CH:71][CH:72]=[CH:73][CH:74]=1)=[O:29])=[O:66])=[O:62])[CH2:54][C:55]1[CH:56]=[CH:57][CH:58]=[CH:59][CH:60]=1)=[O:8])=[O:4]. Procedure details: To 10 ml of dry DMF were added 1.54 g of Trt-Gly-Gly, 0.52 g of N-hydroxysuccinimide and 0.93 g of DCC, followed by effecting a reaction at 4° C. for 3 hours, to thereby obtain a reaction mixture. To the obtained reaction mixture was added a DMF solution containing 2.0 g of Phe-Gly-OBn para-toluenesulfonate synthesized in item (1) and 0.41 g of N-methylmorpholine, which are dissolved in 10 ml of DMF, followed by effecting a reaction at 4° C. for 15 hours, to thereby obtain a reaction mixture. A ... Starting materials: ClC=1C=CN2C(C(=CC(=C2C1C)C1CC1)C(=O)OC)=O (methyl 8-chloro-1-cyclopropyl-9-methyl-4-oxo-4H-quinolizine-3-carboxylate), CNC1=C(C=C(C=C1)B1OC(C(O1)(C)C)(C)C)C (N,2-dimethyl-4-(4,4,5,5-tetramethyl-1,3,2-dioxaborolan-2-yl)aniline). The product is CC=1C=C(C=CC1NC)C=1C=CN2C(C(=CC(=C2C1C)C1CC1)C(=O)OC)=O (methyl 8-(3-methyl-4-(methylamino)phenyl)-1-cyclopropyl-9-methyl-4-oxo-4H-quinolizine-3-carboxylate). Isolated yield 39.1%. Reaction SMILES: Cl[C:2]1[CH:3]=[CH:4][N:5]2[C:10]([C:11]=1[CH3:12])=[C:9]([CH:13]1[CH2:15][CH2:14]1)[CH:8]=[C:7]([C:16]([O:18][CH3:19])=[O:17])[C:6]2=[O:20].[CH3:21][NH:22][C:23]1[CH:28]=[CH:27][C:26](B2OC(C)(C)C(C)(C)O2)=[CH:25][C:24]=1[CH3:38]>>[CH3:38][C:24]1[CH:25]=[C:26]([C:2]2[CH:3]=[CH:4][N:5]3[C:10]([C:11]=2[CH3:12])=[C:9]([CH:13]2[CH2:15][CH2:14]2)[CH:8]=[C:7]([C:16]([O:18][CH3:19])=[O:17])[C:6]3=[O:20])[CH:27]=[CH:28][C:23]=1[NH:22][CH3:21]. Procedure details: Methyl 8-(3-methyl-4-(methylamino)phenyl)-1-cyclopropyl-9-methyl-4-oxo-4H-quinolizine-3-carboxylate was prepared according to General Procedure A from methyl 8-chloro-1-cyclopropyl-9-methyl-4-oxo-4H-quinolizine-3-carboxylate (100 mg, 0.34 mmol) and N,2-dimethyl-4-(4,4,5,5-tetramethyl-1,3,2-dioxaborolan-2-yl)aniline (101.5 mg, 0.41 mmol). The residue was rinsed with DCM and dried in a vacuum stove to afford the title compound as a yellow solid (50 mg, 39%). Starting materials: C1(=CC=CC=C1)C(C1=CC=CC=C1)(C1=CC=CC=C1)NC1=C(C(=O)C[N-]OC)C(=CC=C1)F (2-triphenylmethylamino-6-fluorobenzoyl N-methoxy-methylamide), [H-].[Al+3].[Li+].[H-].[H-].[H-] (lithium aluminum hydride). Run in C1CCOC1 (THF). Yields the product EtOAc-hexanes, C1(=CC=CC=C1)C(C1=CC=CC=C1)(C1=CC=CC=C1)NC1=C(C=O)C(=CC=C1)F (2-Triphenylmethylamino-6-fluorobenzaldehyde). Yield: 70.2%. As a reaction SMILES: [C:1]1([C:7]([NH:20][C:21]2[CH:32]=[CH:31][CH:30]=[C:29]([F:33])[C:22]=2[C:23](C[N-]OC)=[O:24])([C:14]2[CH:19]=[CH:18][CH:17]=[CH:16][CH:15]=2)[C:8]2[CH:13]=[CH:12][CH:11]=[CH:10][CH:9]=2)[CH:6]=[CH:5][CH:4]=[CH:3][CH:2]=1.[H-].[Al+3].[Li+].[H-].[H-].[H-]>C1COCC1>[C:1]1([C:7]([NH:20][C:21]2[CH:32]=[CH:31][CH:30]=[C:29]([F:33])[C:22]=2[CH:23]=[O:24])([C:14]2[CH:19]=[CH:18][CH:17]=[CH:16][CH:15]=2)[C:8]2[CH:9]=[CH:10][CH:11]=[CH:12][CH:13]=2)[CH:6]=[CH:5][CH:4]=[CH:3][CH:2]=1 |f:1.2.3.4.5.6|. Reported procedure: To a solution of 2-triphenylmethylamino-6-fluorobenzoyl N-methoxy-methylamide (300 mg, 0.68 mmol) in THF (4 mL) at −78° C. was added lithium aluminum hydride (30 mg, 0.82 mmol) and the resulting reaction mixture was allowed to stir with warming to room temperature (dry ice bath removed after addition of reagent) for 1 h. The reaction mixture was quenched with 20% KHSO4 and extracted with EtOAc (3×100 mL) and the combined EtOAc extracts were dried over anhydrous NaSO4 and concentrated in vacuo. C...